Dataset: the Open Reaction Database (ORD), a public repository of structured organic reaction records. Task: describe an organic reaction: reactants, conditions, products, and yield Reactants: O=C([O-])[O-], CN(C)C=O, Cn1c(C(F)(F)F)cc(=O)n(-c2cc(F)c([N+](=O)[O-])cc2F)c1=O, [K+], [K+], O, COC(=O)CSc1ncccc1O. The product is COC(=O)CSc1ncccc1Oc1cc(-n2c(=O)cc(C(F)(F)F)n(C)c2=O)c(F)cc1[N+](=O)[O-]. As a reaction SMILES: [C:43](=[O:44])([O-:45])[O-:46].[CH3:38][N:39]([CH3:40])[CH:41]=[O:42].[F:14][c:15]1[c:16]([N+:35](=[O:36])[O-:37])[cH:17][c:18]([F:34])[c:19](-[n:21]2[c:22](=[O:33])[n:23]([CH3:32])[c:24]([C:28]([F:29])([F:30])[F:31])[cH:25][c:26]2=[O:27])[cH:20]1.[K+:47].[K+:48].[OH2:49].[OH:1][c:2]1[c:3]([S:8][CH2:9][C:10](=[O:11])[O:12][CH3:13])[n:4][cH:5][cH:6][cH:7]1>>[O:1]([c:2]1[c:3]([S:8][CH2:9][C:10](=[O:11])[O:12][CH3:13])[n:4][cH:5][cH:6][cH:7]1)[c:15]1[c:16]([N+:35](=[O:36])[O-:37])[cH:17][c:18]([F:34])[c:19](-[n:21]2[c:22](=[O:33])[n:23]([CH3:32])[c:24]([C:28]([F:29])([F:30])[F:31])[cH:25][c:26]2=[O:27])[cH:20]1.